Dataset: the Open Reaction Database (ORD), a public repository of structured organic reaction records. Task: describe an organic reaction: reactants, conditions, products, and yield Solvent: CCCCCC (hexane). Procedure: To an autoclave of 1 l, 150 g of 2,6-difluorobenzonitrile, 150 g of hexane and 7.5 g of Ra—Ni were charged, replacement with hydrogen gas was carried out, and a reaction was carried out at a hydrogen pressure of from 30 to 40 kg/cm2 at a reaction temperature of 130° C. for 2.5 hours. After the completion of the reaction, the reaction mixture was subjected to filtration to separate off the catalyst, and hexane was recovered by distillation, followed by distillation under reduced pressure to obtai... Starting materials: [H][H] (hydrogen), FC1=C(C#N)C(=CC=C1)F (2,6-difluorobenzonitrile), [H][H] (hydrogen). Product: FC1=C(CN)C(=CC=C1)F (2,6-difluorobenzylamine). Reagents/catalysts: [Ni] (Ra—Ni). Reaction SMILES: [F:1][C:2]1[CH:9]=[CH:8][CH:7]=[C:6]([F:10])[C:3]=1[C:4]#[N:5].[H][H]>[Ni].CCCCCC>[F:1][C:2]1[CH:9]=[CH:8][CH:7]=[C:6]([F:10])[C:3]=1[CH2:4][NH2:5]. Yield: 94.6%. Starting materials: Cl.CON (O-Methylhydroxylamine hydrochloride), N#N (N2), FC1=C(C=CC(=C1)F)C(C(F)(F)C1=CC=C(C=N1)OC1=C(C=O)C=CC=N1)(CN1N=NN=C1)O (((6-(2-(2,4-difluorophenyl)-1,1-difluoro-2-hydroxy-3-(1H-tetrazol-1-yl)propyl)pyridin-3-yl)oxy)nicotinaldehyde), CCO (EtOH). As a reaction SMILES: [F:1][C:2]1[CH:7]=[C:6]([F:8])[CH:5]=[CH:4][C:3]=1[C:9]([OH:34])([CH2:28][N:29]1[CH:33]=[N:32][N:31]=[N:30]1)[C:10]([C:13]1[N:18]=[CH:17][C:16]([O:19][C:20]2[N:27]=[CH:26][CH:25]=[CH:24][C:21]=2C=O)=[CH:15][CH:14]=1)([F:12])[F:11].Cl.[CH3:36][O:37][NH2:38].N#N.[CH3:41]CO>>[CH3:36][O:37]/[N:38]=[CH:41]/[C:25]1[CH:24]=[CH:21][C:20]([O:19][C:16]2[CH:17]=[N:18][C:13]([C:10]([F:12])([F:11])[C:9]([C:3]3[CH:4]=[CH:5][C:6]([F:8])=[CH:7][C:2]=3[F:1])([OH:34])[CH2:28][N:29]3[CH:33]=[N:32][N:31]=[N:30]3)=[CH:14][CH:15]=2)=[N:27][CH:26]=1 |f:1.2|. Conditions: time 8 hour. Product: CO\N=C\C1=CN=C(C=C1)OC=1C=NC(=CC1)C(C(CN1N=NN=C1)(O)C1=C(C=C(C=C1)F)F)(F)F ((E)-6-((6-(2-(2,4-difluorophenyl)-1,1-difluoro-2-hydroxy-3-(1H-tetrazol-1-yl)propyl)pyridin-3-yl)oxy)nicotinaldehyde O-methyl oxime). Procedure: To a magnetically stirred mixture of 6-(((6-(2-(2,4-difluorophenyl)-1,1-difluoro-2-hydroxy-3-(1H-tetrazol-1-yl)propyl)pyridin-3-yl)oxy)nicotinaldehyde (101) (60 mg, 0.126 mmol) in dry EtOH (1.265 mL) was added O-Methylhydroxylamine hydrochloride (21.13 mg, 0.253 mmol) in a 5 mL vial under N2 atmosphere. The reaction mixture was stirred at RT overnight. The reaction mixture was evaporated and the crude residue was purified on silica (ISCO, 12 gram column, gradient to 75% EtOAc/Hexanes over 25 min... Reactants: FC1=C(C=2C=C(N=CC2C=C1)C)N (6-fluoro-3-methylisoquinohn-5-amine), FC(OC1=CC=C(CN=C=O)C=C1)(F)F ([4-(trifluoromethoxy)benzyl]isocyanate). Product: FC=1C(=C2C=C(N=CC2=CC1)C)NC(=O)NCC1=CC=C(C=C1)OC(F)(F)F (N-(6-Fluoro-3-methylisoquinolin-5-yl)-N′-[4-(trifluoromethoxy)benzyl]urea). RXN SMILES: [F:1][C:2]1[CH:11]=[CH:10][C:9]2[CH:8]=[N:7][C:6]([CH3:12])=[CH:5][C:4]=2[C:3]=1[NH2:13].[F:14][C:15]([F:28])([F:27])[O:16][C:17]1[CH:26]=[CH:25][C:20]([CH2:21][N:22]=[C:23]=[O:24])=[CH:19][CH:18]=1>>[F:1][C:2]1[C:3]([NH:13][C:23]([NH:22][CH2:21][C:20]2[CH:19]=[CH:18][C:17]([O:16][C:15]([F:14])([F:28])[F:27])=[CH:26][CH:25]=2)=[O:24])=[C:4]2[C:9](=[CH:10][CH:11]=1)[CH:8]=[N:7][C:6]([CH3:12])=[CH:5]2. Reported procedure: Prepared from 6-fluoro-3-methylisoquinohn-5-amine (Description 79) and [4-(trifluoromethoxy)benzyl]isocyanate (Description 59) according to Description 61. m/z (ES+) 394 (M+H)+. Starting materials: BrB(Br)Br, O=C([O-])O, COc1ccc2c(NC(=O)C3CCC(N(C)C)CC3)c(C(=O)Nc3ccc(Cl)cn3)oc2c1, ClCCl, [Na+]. As a reaction SMILES: [B:34]([Br:35])([Br:36])[Br:37].[C:38](=[O:39])([O-:40])[OH:41].[CH3:1][N:2]([CH:3]1[CH2:4][CH2:5][CH:6]([C:9](=[O:10])[NH:11][c:12]2[c:13]([C:23](=[O:24])[NH:25][c:26]3[n:27][cH:28][c:29]([Cl:32])[cH:30][cH:31]3)[o:14][c:15]3[c:16]2[cH:17][cH:18][c:19]([O:21][CH3:22])[cH:20]3)[CH2:7][CH2:8]1)[CH3:33].[Cl:43][CH2:44][Cl:45].[Na+:42]>>[CH3:1][N:2]([CH:3]1[CH2:4][CH2:5][CH:6]([C:9](=[O:10])[NH:11][c:12]2[c:13]([C:23](=[O:24])[NH:25][c:26]3[n:27][cH:28][c:29]([Cl:32])[cH:30][cH:31]3)[o:14][c:15]3[c:16]2[cH:17][cH:18][c:19]([OH:21])[cH:20]3)[CH2:7][CH2:8]1)[CH3:33]. The product is CN(C)C1CCC(C(=O)Nc2c(C(=O)Nc3ccc(Cl)cn3)oc3cc(O)ccc23)CC1. The reactants are O=CO, COc1cc(OC)c([N+](=O)[O-])c(OC)c1N, O. Product: COc1cc(OC)c([N+](=O)[O-])c(OC)c1NC=O. As a reaction SMILES: [CH:17](=[O:18])[OH:19].[NH2:1][c:2]1[c:3]([O:15][CH3:16])[cH:4][c:5]([O:13][CH3:14])[c:6]([N+:10](=[O:11])[O-:12])[c:7]1[O:8][CH3:9].[OH2:20]>>[NH:1]([c:2]1[c:3]([O:15][CH3:16])[cH:4][c:5]([O:13][CH3:14])[c:6]([N+:10](=[O:11])[O-:12])[c:7]1[O:8][CH3:9])[CH:17]=[O:18].